From a dataset of the Open Reaction Database (ORD), a public repository of structured organic reaction records. describe an organic reaction: reactants, conditions, products, and yield The reactants are C(CCC)C1=NOC(=C1/C=C/C=1SC(=C(N1)C)C(=O)O)C (2-[(E)-2-(3-butyl-5-methyl-isoxazol-4-yl)-vinyl]-4-methyl-thiazole-5-carboxylic acid), N[C@@H](CO)CC ((R)-2-amino-1-butanol). Yields the product OC[C@@H](CC)NC(=O)C1=C(N=C(S1)\C=C\C=1C(=NOC1C)CCCC)C (2-[(E)-2-(3-Butyl-5-methyl-isoxazol-4-yl)-vinyl]-4-methyl-thiazole-5-carboxylic acid ((R)-1-hydroxymethyl-propyl)-amide). Yield: 80.0%. Reaction SMILES: [CH2:1]([C:5]1[C:9](/[CH:10]=[CH:11]/[C:12]2[S:13][C:14]([C:18]([OH:20])=O)=[C:15]([CH3:17])[N:16]=2)=[C:8]([CH3:21])[O:7][N:6]=1)[CH2:2][CH2:3][CH3:4].[NH2:22][C@H:23]([CH2:26][CH3:27])[CH2:24][OH:25]>>[OH:25][CH2:24][C@H:23]([NH:22][C:18]([C:14]1[S:13][C:12](/[CH:11]=[CH:10]/[C:9]2[C:5]([CH2:1][CH2:2][CH2:3][CH3:4])=[N:6][O:7][C:8]=2[CH3:21])=[N:16][C:15]=1[CH3:17])=[O:20])[CH2:26][CH3:27]. Procedure details: As described for example 104, 2-[(E)-2-(3-butyl-5-methyl-isoxazol-4-yl)-vinyl]-4-methyl-thiazole-5-carboxylic acid (153 mg, 0.5 mmol) was converted, using (R)-2-amino-1-butanol instead of rac-2-amino-1-butanol, to the title compound (151 mg, 80%) which was obtained as a light yellow solid after purification by chromatography (silica, 50 to 100% ethyl acetate in heptane) and recrystallization from ethyl acetate/heptane. MS: m/e=378.3 [M+H]+. Reactants: [Br-], COc1ccnc(CCl)c1, CCO, Cl, Fc1cc2[nH]c(S)nc2cc1-n1ccnc1, [K+], [Na+], [OH-]. The product is COc1ccnc(CSc2nc3cc(-n4ccnc4)c(F)cc3[nH]2)c1. Reaction SMILES: [Br-:30].[CH3:18][O:19][c:20]1[cH:21][c:22]([CH2:26][Cl:27])[n:23][cH:24][cH:25]1.[CH3:32][CH2:33][OH:34].[ClH:17].[F:1][c:2]1[c:3](-[n:12]2[cH:13][n:14][cH:15][cH:16]2)[cH:4][c:5]2[c:6]([nH:7][c:8]([SH:10])[n:9]2)[cH:11]1.[K+:31].[Na+:29].[OH-:28]>>[F:1][c:2]1[c:3](-[n:12]2[cH:13][n:14][cH:15][cH:16]2)[cH:4][c:5]2[c:6]([nH:7][c:8]([S:10][CH2:26][c:22]3[cH:21][c:20]([O:19][CH3:18])[cH:25][cH:24][n:23]3)[n:9]2)[cH:11]1. The reactants are ClC(=O)OC1=CC=C(C=C1)OC1=NC=C(C=C1)C(F)(F)F (4-(5-trifluoromethyl-pyridin-2-yloxy)-phenyl chloroformate), Cl.C1(CCCCC1)N(CC1CCNCC1)C (cyclohexyl-methyl-piperidine-4-ylmethyl-amine, hydrochloride), C(C)(C)NC(C)C (diisopropylamine). The product is FC(C=1C=CC(=NC1)OC1=CC=C(C=C1)OC(=O)N1CCC(CC1)CN(C)C1CCCCC1)(F)F (4-[(Cyclohexyl-methyl-amino)-methyl]-piperidine-1-carboxylic acid 4-(5-trifluoromethyl-pyridin-2-yloxy)-phenyl ester). As a reaction SMILES: Cl[C:2]([O:4][C:5]1[CH:10]=[CH:9][C:8]([O:11][C:12]2[CH:17]=[CH:16][C:15]([C:18]([F:21])([F:20])[F:19])=[CH:14][N:13]=2)=[CH:7][CH:6]=1)=[O:3].Cl.[CH:23]1([N:29]([CH3:37])[CH2:30][CH:31]2[CH2:36][CH2:35][NH:34][CH2:33][CH2:32]2)[CH2:28][CH2:27][CH2:26][CH2:25][CH2:24]1.C(NC(C)C)(C)C>>[F:19][C:18]([F:21])([F:20])[C:15]1[CH:16]=[CH:17][C:12]([O:11][C:8]2[CH:9]=[CH:10][C:5]([O:4][C:2]([N:34]3[CH2:35][CH2:36][CH:31]([CH2:30][N:29]([CH:23]4[CH2:24][CH2:25][CH2:26][CH2:27][CH2:28]4)[CH3:37])[CH2:32][CH2:33]3)=[O:3])=[CH:6][CH:7]=2)=[N:13][CH:14]=1 |f:1.2|. Reported procedure: The title compound was prepared from 4-(5-trifluoromethyl-pyridin-2-yloxy)-phenyl chloroformate and cyclohexyl-methyl-piperidine-4-ylmethyl-amine, hydrochloride, 5 equivalent of diisopropylamine was added, preparative HPLC (Method C) (43%, white crystals). HPLC-MS m/z=492.3 (M+1), Rt: 3.22 min. Starting materials: NC1=CC=C(C(=O)O)C=C1 (p-amino-benzoic acid), ClC1=CC=C(C(C=O)=C1)O (5-chlorosalicylaldehyde), C(C)O (ethanol). Solvent: CO (methanol). The product is ClC=1C=CC(=C(C=NC2=CC=C(C(=O)O)C=C2)C1)O (4-[(5-chloro-2-hydroxy-benzylidene)amino]-benzoic acid). Isolated yield 94.0%. RXN SMILES: [NH2:1][C:2]1[CH:10]=[CH:9][C:5]([C:6]([OH:8])=[O:7])=[CH:4][CH:3]=1.[Cl:11][C:12]1[CH:19]=[C:16]([CH:17]=O)[C:15]([OH:20])=[CH:14][CH:13]=1.C(O)C>CO>[Cl:11][C:12]1[CH:13]=[CH:14][C:15]([OH:20])=[C:16]([CH:19]=1)[CH:17]=[N:1][C:2]1[CH:10]=[CH:9][C:5]([C:6]([OH:8])=[O:7])=[CH:4][CH:3]=1. Procedure details: Using the procedure of Sheeman et al [J.A.C.S., Vol. 84 (1982), p. 2457], 1.37 g of p-amino-benzoic acid, 2.35 g of 5-chlorosalicylaldehyde, 240 ml of ethanol and 17 ml of anhydrous methanol were reacted to obtain 2.59 g of 4-[(5-chloro-2-hydroxy-benzylidene)amino]-benzoic acid. Reactants: Cl.NO (Hydroxylamine hydrochloride), C(C)OC(C(=CC(=O)C1=C(C=C(C(=C1)Cl)OCC1=CC=CC=C1)OCC1=CC=CC=C1)O)=O (4-(2,4-bis-benzyloxy-5-chlorophenyl)-2-hydroxy-4-oxo-but-2-enoic acid ethyl ester). The solvent is C(C)O (ethanol). Product: C(C)OC(=O)C1=NOC(=C1)C1=C(C=C(C(=C1)Cl)OCC1=CC=CC=C1)OCC1=CC=CC=C1 (5-(2,4-Bis-benzyloxy-5-chlorophenyl)-isoxazole-3-carboxylic acid ethyl ester). Reaction SMILES: Cl.[NH2:2]O.[CH2:4]([O:6][C:7](=[O:36])[C:8](O)=[CH:9][C:10]([C:12]1[CH:17]=[C:16]([Cl:18])[C:15]([O:19][CH2:20][C:21]2[CH:26]=[CH:25][CH:24]=[CH:23][CH:22]=2)=[CH:14][C:13]=1[O:27][CH2:28][C:29]1[CH:34]=[CH:33][CH:32]=[CH:31][CH:30]=1)=[O:11])[CH3:5]>C(O)C>[CH2:4]([O:6][C:7]([C:8]1[CH:9]=[C:10]([C:12]2[CH:17]=[C:16]([Cl:18])[C:15]([O:19][CH2:20][C:21]3[CH:26]=[CH:25][CH:24]=[CH:23][CH:22]=3)=[CH:14][C:13]=2[O:27][CH2:28][C:29]2[CH:34]=[CH:33][CH:32]=[CH:31][CH:30]=2)[O:11][N:2]=1)=[O:36])[CH3:5] |f:0.1|. Reported procedure: Hydroxylamine hydrochloride (0.89 g; 12.8 mmol) was added to a suspension of 4-(2,4-bis-benzyloxy-5-chlorophenyl)-2-hydroxy-4-oxo-but-2-enoic acid ethyl ester (5.00 g; 10.7 mmol) in absolute ethanol (100 ml). The reaction mixture was heated at reflux for four hours then allowed to cool to ambient temperature (during this time the mixture remains heterogeneous but becomes lighter yellow in colour). The mixture was filtered and the filtered solid was washed with water (2×20 ml), ethanol (2×20 ml) ... Starting materials: N[C@@H](CO)C ((R)-(−)-2-amino-1-propanol), FC1=C(COC=2N=CN(C(C2CC)=O)C=2C=C(C(=O)O)C=CC2C)C=CC(=C1)F (3-[4-[(2,4-difluorobenzyl)oxy]-5-ethyl-6-oxopyrimidin-1(6H)-yl]-4-methylbenzoic acid), CN1CCOCC1 (4-methylmorpholine), ClC(=O)OCC(C)C (isobutyl chloroformate). The reagents and catalysts are CN(C)C=1C=CN=CC1 (DMAP). Run in CC(=O)N(C)C (DMA). Reaction conditions: temperature 0 celsius, time 30 minute. The product is FC1=C(COC=2N=CN(C(C2CC)=O)C=2C=C(C(=O)N[C@@H](CO)C)C=CC2C)C=CC(=C1)F (3-[4-[(2,4-difluorobenzyl)oxy]-5-ethyl-6-oxopyrimidin-1(6H)-yl]-N-[(1R)-2-hydroxy-1-methylethyl]-4-methylbenzamide). Isolated yield 70.5%. RXN SMILES: [F:1][C:2]1[CH:28]=[C:27]([F:29])[CH:26]=[CH:25][C:3]=1[CH2:4][O:5][C:6]1[N:7]=[CH:8][N:9]([C:15]2[CH:16]=[C:17]([CH:21]=[CH:22][C:23]=2[CH3:24])[C:18]([OH:20])=O)[C:10](=[O:14])[C:11]=1[CH2:12][CH3:13].CN1CCOCC1.ClC(OCC(C)C)=O.[NH2:45][C@H:46]([CH3:49])[CH2:47][OH:48]>CC(N(C)C)=O.CN(C1C=CN=CC=1)C>[F:1][C:2]1[CH:28]=[C:27]([F:29])[CH:26]=[CH:25][C:3]=1[CH2:4][O:5][C:6]1[N:7]=[CH:8][N:9]([C:15]2[CH:16]=[C:17]([CH:21]=[CH:22][C:23]=2[CH3:24])[C:18]([NH:45][C@H:46]([CH3:49])[CH2:47][OH:48])=[O:20])[C:10](=[O:14])[C:11]=1[CH2:12][CH3:13]. Procedure details: To a cooled solution (0° C.) of 3-[4-[(2,4-difluorobenzyl)oxy]-5-ethyl-6-oxopyrimidin-1(6H)-yl]-4-methylbenzoic acid (from Step 4) (0.25 g, 0.62 mmol) and 4-methylmorpholine (0.10 mL, 0.94 mmol) in DMA (2 mL) was added isobutyl chloroformate (0.12 mL, 0.94 mmol). Stirred 5 min at 0° C., 30 min at ambient temperature. Added (R)-(−)-2-amino-1-propanol (0.07 mL, 0.94 mmol) and DMAP (0.02 g, 0.12 mmol) to the cooled (0° C.) reaction mixture. Stirred at ambient temperature for 3 h. Purified crude pro... Reactants: O=C([O-])[O-], C1COCCO1, CO, CCOC(C)=O, OB(O)Oc1ccc(Cl)cc1, Nc1ccc(Br)cn1, [Na+], [Na+], O. The product is Nc1ccc(-c2ccc(Cl)cc2)cn1. RXN SMILES: [C:1](=[O:2])([O-:3])[O-:4].[CH2:26]1[O:27][CH2:28][CH2:29][O:30][CH2:31]1.[CH3:32][OH:33].[CH3:34][CH2:35][O:36][C:37]([CH3:38])=[O:39].[Cl:15][c:16]1[cH:17][cH:18][c:19]([O:22][B:23]([OH:24])[OH:25])[cH:20][cH:21]1.[NH2:7][c:8]1[n:9][cH:10][c:11]([Br:14])[cH:12][cH:13]1.[Na+:5].[Na+:6].[OH2:40]>>[NH2:7][c:8]1[n:9][cH:10][c:11](-[c:19]2[cH:18][cH:17][c:16]([Cl:15])[cH:21][cH:20]2)[cH:12][cH:13]1.